Dataset: the Open Reaction Database (ORD), a public repository of structured organic reaction records. Task: describe an organic reaction: reactants, conditions, products, and yield Starting materials: [N+](=O)([O-])C1=CC=C(C=C1)N1[C@H](CN[C@H](C1)C)C (4-Nitrophenyl-cis-2,5-dimethylpiperazine), ClC1=C(C=CC(=C1)Cl)C1(OC1)CN1N=CN=C1 (2-(2,4-dichlorophenyl)-2-(1H-1,2,4-triazol-1-ylmethyl) oxirane). The solvent is C(CCCC)O (n-pentanol). Product: NC1=CC=C(C=C1)N1C[C@@H](N(C[C@@H]1C)CC(CN1N=CN=C1)(O)C1=C(C=C(C=C1)Cl)Cl)C (3-(4-[4-Aminophenyl]-cis-2,5-dimethylpiperazin-1-yl)-2-(2,4-dichlorophenyl)-1-(1H-1,2,4-triazol-1-yl)propan-2-ol). Isolated yield 23.1%. RXN SMILES: [N+:1]([C:4]1[CH:9]=[CH:8][C:7]([N:10]2[CH2:15][C@H:14]([CH3:16])[NH:13][CH2:12][C@@H:11]2[CH3:17])=[CH:6][CH:5]=1)([O-])=O.[Cl:18][C:19]1[CH:24]=[C:23]([Cl:25])[CH:22]=[CH:21][C:20]=1[C:26]1([CH2:29][N:30]2[CH:34]=[N:33][CH:32]=[N:31]2)[CH2:28][O:27]1>C(O)CCCC>[NH2:1][C:4]1[CH:9]=[CH:8][C:7]([N:10]2[C@@H:11]([CH3:17])[CH2:12][N:13]([CH2:28][C:26]([C:20]3[CH:21]=[CH:22][C:23]([Cl:25])=[CH:24][C:19]=3[Cl:18])([OH:27])[CH2:29][N:30]3[CH:34]=[N:33][CH:32]=[N:31]3)[C@@H:14]([CH3:16])[CH2:15]2)=[CH:6][CH:5]=1. Procedure details: A mixture of the product of part (i) (2.7 g, 11 mmole) and 2-(2,4-dichlorophenyl)-2-(1H-1,2,4-triazol-1-ylmethyl) oxirane (2.7 g, 10 mmole) in n-pentanol (30 ml) was heated under reflux for 48 hours. The solvent was then removed under reduced pressure and the residue suspended in hot ethyl acetate. After cooling, the insoluble material was removed by filtration to yield diastereomer I of the title compound (1.1 g, 22%), m.p. 212°. Reactants: FC1=C(OC2=CC=NC3=CC(=C(C=C23)OC)O)C=CC(=C1)[N+](=O)[O-] (4-(2-fluoro-4-nitro-phenoxy)-6-methoxy-quinolin-7-ol), ClCCCN1CCN(CC1)C (1-(3-chloropropyl)-4-methylpiperazine). Product: FC=1C=C(N)C=CC1OC1=CC=NC2=CC(=C(C=C12)OC)OCCCN1CCN(CC1)C (3-fluoro-4-[[6-methoxy-7-[3-(4-methylpiperazin-1-yl)propoxy]-4-quinolyl]oxy]aniline). RXN SMILES: [F:1][C:2]1[CH:21]=[C:20]([N+:22]([O-])=O)[CH:19]=[CH:18][C:3]=1[O:4][C:5]1[C:14]2[C:9](=[CH:10][C:11]([OH:17])=[C:12]([O:15][CH3:16])[CH:13]=2)[N:8]=[CH:7][CH:6]=1.Cl[CH2:26][CH2:27][CH2:28][N:29]1[CH2:34][CH2:33][N:32]([CH3:35])[CH2:31][CH2:30]1>>[F:1][C:2]1[CH:21]=[C:20]([CH:19]=[CH:18][C:3]=1[O:4][C:5]1[C:14]2[C:9](=[CH:10][C:11]([O:17][CH2:26][CH2:27][CH2:28][N:29]3[CH2:34][CH2:33][N:32]([CH3:35])[CH2:31][CH2:30]3)=[C:12]([O:15][CH3:16])[CH:13]=2)[N:8]=[CH:7][CH:6]=1)[NH2:22]. Procedure details: S1 was prepared from 4-(2-fluoro-4-nitro-phenoxy)-6-methoxy-quinolin-7-ol and 1-(3-chloropropyl)-4-methylpiperazine following the general procedure reported in Preparative Example 54 Step 1-2. 1H NMR (400 MHz, d6-DMSO, 300K) δ 1.95 (quint., J=6.8 Hz, 2H), 2.14 (s, 3H), 2.22-2.47 (m, 10H), 3.94 (s, 3H), 4.17 (t, J=6.5 Hz, 2H), 5.48 (br.s, 2H), 6.38 (d, J=5.2 Hz, 1H), 6.46 (dd, J=8.7 Hz, J=2.4 Hz, 1H), 6.55 (dd, J=13.2 Hz, J=2.4 Hz, 1H), 7.07 (t, J=9.0 Hz, 1H), 7.36 (s, 1H), 7.50 (s, 1H), 8.44 (d,... The reactants are [Li]CCCC (n-BuLi), CC1(OC2=C(O1)C(=C1C(OC(O1)(C)C)=C2)C(C2=C1C(OC(O1)(C)C)=CC1=C2OC(O1)(C)C)C1=C2C(OC(O2)(C)C)=CC2=C1OC(O2)(C)C)C (Tris(2,2,6,6-tetramethylbenzo[1,2-d:4,5-d']-bis(1,3)dioxole-4-yl)methane), C(C)OC(=O)Cl (ethylchloroformate). The solvent is C1CCOC1 (THF), C1CCOC1 (THF). Run at temperature -60 celsius, time 8 hour. Product: C(C)OC(=O)C1=C2OC(OC2=C(C=2OC(OC21)(C)C)C(C2=C1C(OC(O1)(C)C)=C(C1=C2OC(O1)(C)C)C(=O)OCC)C1=C2C(OC(O2)(C)C)=C(C2=C1OC(O2)(C)C)C(=O)OCC)(C)C (tris(8-ethoxycarbonyl-2,2,6,6-tetramethylbenzo[1,2-d:4,5-d']-bis(1,3)dioxole-4-yl)methane). Isolated yield 45.9%. Reaction SMILES: [CH3:1][C:2]1([CH3:49])[O:6][C:5]2[C:7]([CH:16]([C:33]3[C:43]4[O:44][C:45]([CH3:48])([CH3:47])[O:46][C:42]=4[CH:41]=[C:35]4[O:36][C:37]([CH3:40])([CH3:39])[O:38][C:34]=34)[C:17]3[C:27]4[O:28][C:29]([CH3:32])([CH3:31])[O:30][C:26]=4[CH:25]=[C:19]4[O:20][C:21]([CH3:24])([CH3:23])[O:22][C:18]=34)=[C:8]3[O:12][C:11]([CH3:14])([CH3:13])[O:10][C:9]3=[CH:15][C:4]=2[O:3]1.[Li]CC[CH2:53][CH3:54].[CH2:55]([O:57][C:58](Cl)=[O:59])[CH3:56]>C1COCC1>[CH2:55]([O:57][C:58]([C:41]1[C:35]2[O:36][C:37]([CH3:40])([CH3:39])[O:38][C:34]=2[C:33]([CH:16]([C:17]2[C:18]3[O:22][C:21]([CH3:23])([CH3:24])[O:20][C:19]=3[C:25]([C:11]([O:12][CH2:53][CH3:54])=[O:10])=[C:26]3[O:30][C:29]([CH3:31])([CH3:32])[O:28][C:27]=23)[C:7]2[C:5]3[O:6][C:2]([CH3:49])([CH3:1])[O:3][C:4]=3[C:15]([C:2]([O:3][CH2:4][CH3:5])=[O:6])=[C:9]3[O:10][C:11]([CH3:13])([CH3:14])[O:12][C:8]=23)=[C:43]2[C:42]=1[O:46][C:45]([CH3:48])([CH3:47])[O:44]2)=[O:59])[CH3:56]. Reported procedure: Tris(2,2,6,6-tetramethylbenzo[1,2-d:4,5-d']-bis(1,3)dioxole-4-yl)methane (1.35 g, 2.0 mmol (Example 17)) was dissolved in dry THF (400 mL) under N2, and the temp was lowered to -40° C. and n-BuLi (4.86 mL, 12.2 mmol) was added and the temperature was allowed to rise gradually to 0° C. The mixture was cooled to -60° C., and a solution of ethylchloroformate (4.0, 36.7 mmol) in THF (50 mL) was added. The reaction mixture was left overnight and worked up as described under Example 20 above. The chro... Reactants: [H-].[Na+] (sodium hydride), C(C#C)O (propargyl alcohol), C(C1=CC=CC=C1)OCCCCBr (4-Benzyloxy-1-bromobutane). The solvent is C1CCOC1 (THF). Conditions: temperature 40 celsius, time 32.5 minute. Yields the product C(C1=CC=CC=C1)OCCCCOCC#C (3-[4-(Benzyloxy)but-1-oxy]prop-1-yne). Yield: 124.1%. RXN SMILES: [CH2:1]([OH:4])[C:2]#[CH:3].[H-].[Na+].[CH2:7]([O:14][CH2:15][CH2:16][CH2:17][CH2:18]Br)[C:8]1[CH:13]=[CH:12][CH:11]=[CH:10][CH:9]=1>C1COCC1>[CH2:7]([O:14][CH2:15][CH2:16][CH2:17][CH2:18][O:4][CH2:1][C:2]#[CH:3])[C:8]1[CH:13]=[CH:12][CH:11]=[CH:10][CH:9]=1 |f:1.2|. Procedure details: To a 1:1 mixture of propargyl alcohol (100 mL, 1.72 mol) and anhydrous THF (100 mL) was added sodium hydride (60% w/w dispersion in mineral oil, 14.0 g, 0.35 mol) under nitrogen, portionwise, over 30-35 min. An second reaction mixture was prepared in essentially the same manner. Both reaction mixtures were heated at 40° C. for 2 h and then cooled to room temperature. 4-Benzyloxy-1-bromobutane (90%, 35.0 g, 0.137 mol) was added to each reaction mixture. The resulting solutions were heated at 40° ...